From a dataset of the Open Reaction Database (ORD), a public repository of structured organic reaction records. describe an organic reaction: reactants, conditions, products, and yield As a reaction SMILES: [OH:1][C:2]1[CH:6]([CH:7]([CH3:9])[CH3:8])[NH:5][C:4](=[O:10])[CH:3]=1.[F:11][C:12]1[CH:13]=[C:14]([CH:17]=[CH:18][CH:19]=1)[CH:15]=O.[NH:20]1[C:28]2[C:23](=[CH:24][CH:25]=[CH:26][CH:27]=2)[C:22]([CH2:29][CH2:30][NH:31][C:32](=[O:34])[CH3:33])=[CH:21]1>>[F:11][C:12]1[CH:13]=[C:14]([CH:15]([C:3]2[C:4](=[O:10])[NH:5][CH:6]([CH:7]([CH3:9])[CH3:8])[C:2]=2[OH:1])[C:21]2[NH:20][C:28]3[C:23]([C:22]=2[CH2:29][CH2:30][NH:31][C:32](=[O:34])[CH3:33])=[CH:24][CH:25]=[CH:26][CH:27]=3)[CH:17]=[CH:18][CH:19]=1. Reported procedure: Using general procedure C, 4-hydroxy-5-isopropyl-1,5-dihydro-pyrrol-2-one (Lit. 11) was reacted with 3-fluoro-benzaldehyde and N-[2-(1H-indol-3-yl)-ethyl]-acetamide to give the title compound as a yellow solid. MS: 450.1 ([M+H]+). Starting materials: OC1=CC(NC1C(C)C)=O (4-hydroxy-5-isopropyl-1,5-dihydro-pyrrol-2-one), FC=1C=C(C=O)C=CC1 (3-fluoro-benzaldehyde), N1C=C(C2=CC=CC=C12)CCNC(C)=O (N-[2-(1H-indol-3-yl)-ethyl]-acetamide). Yields the product FC=1C=C(C=CC1)C(C=1NC2=CC=CC=C2C1CCNC(C)=O)C=1C(NC(C1O)C(C)C)=O (N-(2-{2-[(3-Fluoro-phenyl)-(4-hydroxy-5-isopropyl-2-oxo-2,5-dihydro-1H-pyrrol-3-yl)-methyl]-1H-indol-3-yl}-ethyl)-acetamide). Starting materials: COC(=O)C=1SC=2C(COC3=C(C2N1)C=C(C=C3)Br)(Br)Br (4,4,9-Tribromo-4,5-dihydro-6-oxa-3-thia-1-aza-benzo[e]azulene-2-carboxylic acid methyl ester), CC(=O)C (acetone). Run in O (water). Conditions: time 4 hour. Product: COC(=O)C=1SC=2C(COC3=C(C2N1)C=C(C=C3)Br)=O (9-Bromo-4-oxo-4,5-dihydro-6-oxa-3-thia-1-aza-benzo[e]azulene-2-carboxylic acid methyl ester). Isolated yield 86.0%. As a reaction SMILES: [CH3:1][O:2][C:3]([C:5]1[S:6][C:7]2[C:8](Br)(Br)[CH2:9][O:10][C:11]3[CH:18]=[CH:17][C:16]([Br:19])=[CH:15][C:12]=3[C:13]=2[N:14]=1)=[O:4].CC(C)=[O:24]>O>[CH3:1][O:2][C:3]([C:5]1[S:6][C:7]2[C:8](=[O:24])[CH2:9][O:10][C:11]3[CH:18]=[CH:17][C:16]([Br:19])=[CH:15][C:12]=3[C:13]=2[N:14]=1)=[O:4]. Procedure: The mixture of 4,4,9-Tribromo-4,5-dihydro-6-oxa-3-thia-1-aza-benzo[e]azulene-2-carboxylic acid methyl ester (9.0 g, 18.07 mmol) in acetone (250 mL) and water (250 mL) was stirred at room temperature for 4 h. Then the mixture was partitioned between EtOAc and H2O. The aqueous layer was extracted with EtOAc (2×200 mL). The combined organic layers were washed with brine, dried over Na2SO4, concentrated to afford the crude product which was triturated with EtOAc and hexane (EtOAc/hexane=1/5). After ... The reactants are CC1=C(C=CC=C1C)CC#N (2,3-dimethylphenylacetonitrile), NC1=NC=C(C(=N1)N)C=O (2,4-diamino-5-pyrimidine-carboxaldehyde). The product is CC1=C(C=CC=C1C)C1=CC2=C(N=C(N=C2)N)N=C1N (6-(2,3-Dimethyl-phenyl)-pyrido[2,3-d]pyrimidine-2,7-diamine). RXN SMILES: [CH3:1][C:2]1[C:7]([CH3:8])=[CH:6][CH:5]=[CH:4][C:3]=1[CH2:9][C:10]#[N:11].[NH2:12][C:13]1[N:18]=[C:17]([NH2:19])[C:16]([CH:20]=O)=[CH:15][N:14]=1>>[CH3:1][C:2]1[C:7]([CH3:8])=[CH:6][CH:5]=[CH:4][C:3]=1[C:9]1[C:10]([NH2:11])=[N:19][C:17]2[N:18]=[C:13]([NH2:12])[N:14]=[CH:15][C:16]=2[CH:20]=1. Procedure details: The title compound was prepared according to Example 1, starting from 2,3-dimethylphenylacetonitrile and 2,4-diamino-5-pyrimidine-carboxaldehyde; mp 330°-333° C. Starting materials: N1=CC(=CC2=CC=CC=C12)NC([C@H]1N(C[C@@H](C1)NC([C@@H](CCC1=CC=CC=C1)O)=O)C([C@H]1N(C[C@@H](C1)NC(CN(C)C)=O)C(=O)OC(C)(C)C)=O)=O (N-tert-Butoxycarbonyl-trans-4-(N,N-dimethylglycylamino)-L-prolyl-trans-4-((R)-2-hydroxy-4-phenylbutyrylamino)-L-proline 3-quinolylamide), Cl (hydrogen chloride). Solvent: O1CCOCC1 (1,4-dioxane). Reaction conditions: time 5 minute. Yields the product Cl.Cl.Cl.N1=CC(=CC2=CC=CC=C12)NC([C@H]1N(C[C@@H](C1)NC([C@@H](CCC1=CC=CC=C1)O)=O)C([C@H]1NC[C@@H](C1)NC(CN(C)C)=O)=O)=O (trans-4-(N,N-Dimethylglycylamino)-L-Prolyl-trans-4-((R)-2-Hydroxy-4-Phenylbutyrylamino)-L-Proline 3-Quinolylamide Trihydrochloride). RXN SMILES: [N:1]1[C:10]2[C:5](=[CH:6][CH:7]=[CH:8][CH:9]=2)[CH:4]=[C:3]([NH:11][C:12](=[O:52])[C@@H:13]2[CH2:17][C@@H:16]([NH:18][C:19](=[O:30])[C@H:20]([OH:29])[CH2:21][CH2:22][C:23]3[CH:28]=[CH:27][CH:26]=[CH:25][CH:24]=3)[CH2:15][N:14]2[C:31](=[O:51])[C@@H:32]2[CH2:36][C@@H:35]([NH:37][C:38](=[O:43])[CH2:39][N:40]([CH3:42])[CH3:41])[CH2:34][N:33]2C(OC(C)(C)C)=O)[CH:2]=1.[ClH:53]>O1CCOCC1>[ClH:53].[ClH:53].[ClH:53].[N:1]1[C:10]2[C:5](=[CH:6][CH:7]=[CH:8][CH:9]=2)[CH:4]=[C:3]([NH:11][C:12](=[O:52])[C@@H:13]2[CH2:17][C@@H:16]([NH:18][C:19](=[O:30])[C@H:20]([OH:29])[CH2:21][CH2:22][C:23]3[CH:28]=[CH:27][CH:26]=[CH:25][CH:24]=3)[CH2:15][N:14]2[C:31](=[O:51])[C@@H:32]2[CH2:36][C@@H:35]([NH:37][C:38](=[O:43])[CH2:39][N:40]([CH3:41])[CH3:42])[CH2:34][NH:33]2)[CH:2]=1 |f:3.4.5.6|. Procedure: N-tert-Butoxycarbonyl-trans-4-(N,N-dimethylglycylamino)-L-prolyl-trans-4-((R)-2-hydroxy-4-phenylbutyrylamino)-L-proline 3-quinolylamide (C, 76 mg) was dissolved in 4 N hydrogen chloride in 1,4-dioxane (10 mL) at 0° C., and stirred at 0†° C. for 5 min and at room temperature for 3 hr. The solution was evaporated in vacuo, and the residue was purified by HPLC (Shiseido, Capeell Pak C18 UG120, 3 cm×25 cm, 0.02 N hydrochloric acid:methanol=55:45, v/v) and freeze-dried from water to afford the title ... The reactants are [H-].[Al+3].[Li+].[H-].[H-].[H-] (lithium aluminium hydride), C(C)(C)(C)OC(=O)NC1C2C(NC(C2CC=C1)=O)=O (4-tert.-butyloxycarbonylamino-1,3-dioxo-1,3,3a,4,7,7a-hexahydro-isoindole), O (water), [OH-].[Na+] (sodium hydroxide), O (water). The solvent is O1CCCC1 (tetrahydrofuran), FC(C(=O)O)(F)F (trifluoroacetic acid), O1CCCC1 (tetrahydrofuran). Yields the product NC1C2CNCC2CC=C1 (4-Amino-1,3,3a,4,7,7a-hexahydro-isoindole). Reaction SMILES: C(OC([NH:8][CH:9]1[CH:17]=[CH:16][CH2:15][CH:14]2[CH:10]1[C:11](=O)[NH:12][C:13]2=O)=O)(C)(C)C.[H-].[Al+3].[Li+].[H-].[H-].[H-].O.[OH-].[Na+]>FC(F)(F)C(O)=O.O1CCCC1>[NH2:8][CH:9]1[CH:17]=[CH:16][CH2:15][CH:14]2[CH:10]1[CH2:11][NH:12][CH2:13]2 |f:1.2.3.4.5.6,8.9|. Procedure: 13.3 g (50 mmol) of 4-tert.-butyloxycarbonylamino-1,3-dioxo-1,3,3a,4,7,7a-hexahydro-isoindole (from Example A, method II) are stirred in 166 ml of trifluoroacetic acid at room temperature overnight. The trifluoroacetic acid is then distilled off under 10 mbar and the residue is freed from residues of acid at 50° under a high vacuum. It is then taken up in absolute tetrahydrofuran and the mixture is concentrated in vacuo. The residue is taken up in 100 ml of absolute tetrahydrofuran and the mixtu... Starting materials: COC1=C(C=CC=C1)C1=CN(C2=NC=C(C=C21)B2OC(C(O2)(C)C)(C)C)S(=O)(=O)C2=CC=C(C=C2)C (3-(2-methoxy-phenyl)-5-(4,4,5,5-tetramethyl-[1,3,2]dioxaborolan-2-yl)-1-(toluene-4-sulfonyl)-1H-pyrrolo[2,3-b]pyridine), BrC1=CC=C(C(C(=O)OC)=C1)O (methyl 5-bromosalicylate), ClCCl (dichloromethane). The reagents and catalysts are C1=CC=C(C=C1)P([C-]2C=CC=C2)C3=CC=CC=C3.C1=CC=C(C=C1)P([C-]2C=CC=C2)C3=CC=CC=C3.Cl[Pd]Cl.[Fe+2] ([1,1′-bis(diphenylphosphino)ferrocene]dichloropalladium). Run in C(=O)(O)[O-].[Na+] (NaHCO3), C(C)#N (acetonitrile). Reaction conditions: temperature 90 celsius. The product is COC(C1=C(C=CC(=C1)C=1C=C2C(=NC1)N(C=C2C2=C(C=CC=C2)OC)S(=O)(=O)C=2C(=CC=CC2)C)O)=O (2-Hydroxy-5-[3-(2-methoxy-phenyl)-1-(toluene-sulfonyl)-1H-pyrrolo[2,3-b]pyridin-5-yl]-benzoic acid methyl ester). Isolated yield 90.8%. As a reaction SMILES: [CH3:1][O:2][C:3]1[CH:8]=[CH:7][CH:6]=[CH:5][C:4]=1[C:9]1[C:17]2[C:12](=[N:13][CH:14]=[C:15](B3OC(C)(C)C(C)(C)O3)[CH:16]=2)[N:11]([S:27]([C:30]2[CH:35]=[CH:34][C:33]([CH3:36])=[CH:32][CH:31]=2)(=[O:29])=[O:28])[CH:10]=1.Br[C:38]1[CH:47]=[C:42]([C:43]([O:45][CH3:46])=[O:44])[C:41]([OH:48])=[CH:40][CH:39]=1.ClCCl>C([O-])(O)=O.[Na+].C(#N)C.C1C=CC(P(C2C=CC=CC=2)[C-]2C=CC=C2)=CC=1.C1C=CC(P(C2C=CC=CC=2)[C-]2C=CC=C2)=CC=1.Cl[Pd]Cl.[Fe+2]>[CH3:46][O:45][C:43](=[O:44])[C:42]1[CH:47]=[C:38]([C:15]2[CH:16]=[C:17]3[C:9]([C:4]4[CH:5]=[CH:6][CH:7]=[CH:8][C:3]=4[O:2][CH3:1])=[CH:10][N:11]([S:27]([C:30]4[C:31]([CH3:32])=[CH:36][CH:33]=[CH:34][CH:35]=4)(=[O:29])=[O:28])[C:12]3=[N:13][CH:14]=2)[CH:39]=[CH:40][C:41]=1[OH:48] |f:3.4,6.7.8.9|. Procedure: To a solution of 3-(2-methoxy-phenyl)-5-(4,4,5,5-tetramethyl-[1,3,2]dioxaborolan-2-yl)-1-(toluene-4-sulfonyl)-1H-pyrrolo[2,3-b]pyridine (502 mg, 1.00 mmol) in 1.5 mL saturated aqueous NaHCO3 and 5.0 mL acetonitrile was added methyl 5-bromosalicylate (253 mg, 1.10 mmol) and [1,1′-bis(diphenylphosphino)ferrocene]dichloropalladium (II), complex with dichloromethane (1.1) (41 mg, 0.05 mmol) in a microwave vial. The vial was capped, flushed with N2, evacuated under vacuum, and subsequently heated in ... Procedure details: A solution of phenyl magnesium bromide (Aldrich, 1.0 N in THF, 5.7 mL, 5.70 mmol) was added into the solution of 2-methyl-propane-2-sulfinic acid (1,4-dioxa-spiro[4.5]dec-8-ylidene)-amide (as prepared in the previous step, 1.23 g, 4.75 mmol) in THF (10 mL) at 0° C. After addition, the reaction was slowly warmed to room temperature over 2 hours. 1N HCl (5 mL) was added, and the reaction was stirred overnight. The reaction was quenched with saturated sodium bicarbonate. The solvent was removed in ... As a reaction SMILES: [C:1]1([Mg]Br)[CH:6]=[CH:5][CH:4]=[CH:3][CH:2]=1.[O:9]1[C:13]2([CH2:18][CH2:17][C:16](=[N:19]S(C(C)(C)C)=O)[CH2:15][CH2:14]2)OCC1.Cl>C1COCC1>[NH2:9][C:13]1([C:1]2[CH:6]=[CH:5][CH:4]=[CH:3][CH:2]=2)[CH2:14][CH2:15][C:16](=[O:19])[CH2:17][CH2:18]1. Run at time 8 hour. The reactants are C1(=CC=CC=C1)[Mg]Br (phenyl magnesium bromide), O1CCOC12CCC(CC2)=NS(=O)C(C)(C)C (2-methyl-propane-2-sulfinic acid (1,4-dioxa-spiro[4.5]dec-8-ylidene)-amide), Cl (HCl). Yields the product NC1(CCC(CC1)=O)C1=CC=CC=C1 (4-Amino-4-phenyl-cyclohexanone). The solvent is C1CCOC1 (THF). The yield is 45.9%. The reactants are FC(C1=C(CN2CCC(CC2)C=O)C=CC(=C1)C(F)(F)F)(F)F (1-[2,4-bis(trifluoromethyl)benzyl]piperidine-4-carbaldehyde), CNC(CNC1=NC(SC1)=O)=O (N-methyl-N2-(2-oxo-2,5-dihydro-1,3-thiazol-4-yl)glycinamide), C(C)(=O)[O-].[NH2+]1CCCCC1 (piperidinium acetate). As a reaction SMILES: [F:1][C:2]([F:23])([F:22])[C:3]1[CH:17]=[C:16]([C:18]([F:21])([F:20])[F:19])[CH:15]=[CH:14][C:4]=1[CH2:5][N:6]1[CH2:11][CH2:10][CH:9]([CH:12]=O)[CH2:8][CH2:7]1.[CH3:24][NH:25][C:26](=[O:35])[CH2:27][NH:28][C:29]1[CH2:33][S:32][C:31](=[O:34])[N:30]=1.C([O-])(=O)C.[NH2+]1CCCCC1>CC(O)C>[F:1][C:2]([F:23])([F:22])[C:3]1[CH:17]=[C:16]([C:18]([F:20])([F:21])[F:19])[CH:15]=[CH:14][C:4]=1[CH2:5][N:6]1[CH2:7][CH2:8][CH:9](/[CH:12]=[C:33]2/[C:29]([NH:28][CH2:27][C:26]([NH:25][CH3:24])=[O:35])=[N:30][C:31](=[O:34])[S:32]/2)[CH2:10][CH2:11]1 |f:2.3|. Reported procedure: To a solution of 1-[2,4-bis(trifluoromethyl)benzyl]piperidine-4-carbaldehyde (9.45 g) and N-methyl-N2-(2-oxo-2,5-dihydro-1,3-thiazol-4-yl)glycinamide (6.26 g) in 2-propanol (80 mL) was added piperidinium acetate (4.05 g). The reaction mixture was stirred at 80° C. for 3.5 hr and concentrated. Water and THF were added to the residue, and the mixture was extracted with ethyl acetate. The extract was washed with water and saturated brine, and dried over anhydrous magnesium sulfate, and the solvent ... Yields the product FC(C1=C(CN2CCC(CC2)\C=C/2\C(=NC(S2)=O)NCC(=O)NC)C=CC(=C1)C(F)(F)F)(F)F (N2-[(5Z)-5-({1-[2,4-bis(trifluoromethyl)benzyl]piperidin-4-yl}methylidene)-2-oxo-2,5-dihydro-1,3-thiazol-4-yl]-N-methylglycinamide). Run at temperature 80 celsius, time 3.5 hour. The solvent is CC(C)O (2-propanol). Starting materials: C(C)(C)[N-]C(C)C.[Li+] (lithium diisopropyl amide), [N+](=O)([O-])C1=CC=C(CBr)C=C1 (4-nitrobenzyl bromide), C(C)OC(CC(=O)OCC)=O (malonic acid diethyl ester). Run in O1CCCC1 (tetrahydrofuran), O1CCCC1 (tetrahydrofuran), O1CCCC1 (tetrahydrofuran). Conditions: temperature -62 celsius. The product is C(C)OC(C(C(=O)OCC)CC1=CC=C(C=C1)[N+](=O)[O-])=O (2-(4-Nitrobenzyl)-malonic acid diethyl ester). Reaction SMILES: C([N-]C(C)C)(C)C.[Li+].[CH2:9]([O:11][C:12](=[O:19])[CH2:13][C:14]([O:16][CH2:17][CH3:18])=[O:15])[CH3:10].[N+:20]([C:23]1[CH:30]=[CH:29][C:26]([CH2:27]Br)=[CH:25][CH:24]=1)([O-:22])=[O:21]>O1CCCC1>[CH2:9]([O:11][C:12](=[O:19])[CH:13]([CH2:27][C:26]1[CH:29]=[CH:30][C:23]([N+:20]([O-:22])=[O:21])=[CH:24][CH:25]=1)[C:14]([O:16][CH2:17][CH3:18])=[O:15])[CH3:10] |f:0.1|. Procedure: 21.4 g of lithium diisopropyl amide was added to 210 ml anhydrous tetrahydrofuran in a stream of nitrogen in a dry 3-necked flask with a drying tube and dropping funnel with pressure compensation. Next, 58.0 g of malonic acid diethyl ester in 100 ml anhydrous tetrahydrofuran was added dropwise at room temperature in 40 minutes. After 30 minutes the reaction solution was cooled to -62° C. and 39.1 g of 4-nitrobenzyl bromide in tetrahydrofuran was slowly added dropwise with vigorous agitation, fol...